Dataset: the Open Reaction Database (ORD), a public repository of structured organic reaction records. Task: describe an organic reaction: reactants, conditions, products, and yield Reaction SMILES: [F:1][C:2]1[CH:3]=[C:4]([C:10]2[CH:11]=[C:12]([C:17]([O:19][CH3:20])=[O:18])[C:13](=[O:16])[NH:14][N:15]=2)[CH:5]=[CH:6][C:7]=1[O:8][CH3:9].S([O-])(=O)(=O)C.[F:26][C:27]1[CH:32]=[CH:31][C:30]([CH2:33][CH2:34][CH2:35]O)=[CH:29][CH:28]=1>>[F:1][C:2]1[CH:3]=[C:4]([C:10]2[CH:11]=[C:12]([C:17]([O:19][CH3:20])=[O:18])[C:13](=[O:16])[N:14]([CH2:35][CH2:34][CH2:33][C:30]3[CH:31]=[CH:32][C:27]([F:26])=[CH:28][CH:29]=3)[N:15]=2)[CH:5]=[CH:6][C:7]=1[O:8][CH3:9]. Procedure: Following the procedure of Example 1(6), 6-(3-fluoro-4-methoxyphenyl)-4-methoxycarbonyl-2H-pyridazin-3-one and the mesylate derivative of 3-(4-fluorophenyl)-1-propanol {J. Med. Chem., 19, 461 (1976)} were reacted to yield the title compound as a yellow oil (yield: 90.1%). The mesylate derivative was prepared in accordance with the procedure of Example 1(9). The reactants are FC=1C=C(C=CC1OC)C=1C=C(C(NN1)=O)C(=O)OC (6-(3-fluoro-4-methoxyphenyl)-4-methoxycarbonyl-2H-pyridazin-3-one), S(C)(=O)(=O)[O-] (mesylate), FC1=CC=C(C=C1)CCCO (3-(4-fluorophenyl)-1-propanol). Yields the product FC=1C=C(C=CC1OC)C=1C=C(C(N(N1)CCCC1=CC=C(C=C1)F)=O)C(=O)OC (6-(3-fluoro-4-methoxyphenyl)-2-[3-(4-fluorophenyl)propyl]-4-methoxycarbonyl-2H-pyridazin-3-one). Yield: 90.1%. Reactants: CN(C)C=O, Cc1ccccc1C(=O)Nc1ccc(C(=O)N2CCCC(Cl)c3ccccc32)cc1, [N-]=[N+]=[N-], [Na+], O. The product is Cc1ccccc1C(=O)Nc1ccc(C(=O)N2CCCC(N=[N+]=[N-])c3ccccc32)cc1. RXN SMILES: [CH3:36][N:37]([CH3:38])[CH:39]=[O:40].[Cl:1][CH:2]1[CH2:3][CH2:4][CH2:5][N:6]([C:13]([c:14]2[cH:15][cH:16][c:17]([NH:20][C:21]([c:22]3[c:23]([CH3:28])[cH:24][cH:25][cH:26][cH:27]3)=[O:29])[cH:18][cH:19]2)=[O:30])[c:7]2[c:8]1[cH:9][cH:10][cH:11][cH:12]2.[N-:32]=[N+:33]=[N-:34].[Na+:31].[OH2:35]>>[CH:2]1([N:32]=[N+:33]=[N-:34])[CH2:3][CH2:4][CH2:5][N:6]([C:13]([c:14]2[cH:15][cH:16][c:17]([NH:20][C:21]([c:22]3[c:23]([CH3:28])[cH:24][cH:25][cH:26][cH:27]3)=[O:29])[cH:18][cH:19]2)=[O:30])[c:7]2[c:8]1[cH:9][cH:10][cH:11][cH:12]2. Reactants: BrC1=C2N=CNC2=NC=N1 (6-bromo-9H-purine), NC(C)C1=C(C2=CC=CC=C2C(=C1)Cl)N1CCC(CC1)O (1-[2-(1-aminoethyl)-4-chloro-1-naphthyl]piperidin-4-ol), C(C)(C)N(C(C)C)CC (N,N-diisopropylethylamine). The solvent is C(C)O (ethanol). Yields the product ClC1=CC(=C(C2=CC=CC=C12)N1CCC(CC1)O)C(C)NC1=C2N=CNC2=NC=N1 (1-{4-Chloro-2-[1-(9H-purin-6-ylamino)ethyl]-1-naphthyl}piperidin-4-ol). Reaction SMILES: Br[C:2]1[N:10]=[CH:9][N:8]=[C:7]2[C:3]=1[N:4]=[CH:5][NH:6]2.[NH2:11][CH:12]([C:14]1[CH:23]=[C:22]([Cl:24])[C:21]2[C:16](=[CH:17][CH:18]=[CH:19][CH:20]=2)[C:15]=1[N:25]1[CH2:30][CH2:29][CH:28]([OH:31])[CH2:27][CH2:26]1)[CH3:13].C(N(CC)C(C)C)(C)C>C(O)C>[Cl:24][C:22]1[C:21]2[C:16](=[CH:17][CH:18]=[CH:19][CH:20]=2)[C:15]([N:25]2[CH2:26][CH2:27][CH:28]([OH:31])[CH2:29][CH2:30]2)=[C:14]([CH:12]([NH:11][C:2]2[N:10]=[CH:9][N:8]=[C:7]3[C:3]=2[N:4]=[CH:5][NH:6]3)[CH3:13])[CH:23]=1. Reported procedure: A mixture of 6-bromo-9H-purine (0.096 g, 0.48 mmol), 1-[2-(1-aminoethyl)-4-chloro-1-naphthyl]piperidin-4-ol (0.074 g, 0.24 mmol), and N,N-diisopropylethylamine (0.084 mL, 0.48 mmol) in ethanol (0.8 mL) was heated at reflux under nitrogen overnight. The mixture was evaporated and the resulting residue was diluted with water and extracted with ethyl acetate. The combined organic layers were washed with brine, dried and evaporated to dryness. The resulting residue was purified on a RP-HPLC (XBridge... The reactants are ClC=1C=C(C=O)C=CC1 (3-chlorobenzaldehyde), COC(C=C(OCC)N)=O (3-amino-3-ethoxyacrylic acid methyl ester). The solvent is C(C)(C)O (isopropanol), C(C)(C)O (isopropanol). Yields the product COC(=O)C1=C(N=C(C(C1C1=CC(=CC=C1)Cl)C(=O)OC)OCC)N (2-amino-4-(3-chlorophenyl)-6-ethoxy-4,5-dihydropyridine-3,5-dicarboxylic acid dimethyl ester). Yield: 78.0%. Reaction SMILES: [Cl:1][C:2]1[CH:3]=[C:4]([CH:7]=[CH:8][CH:9]=1)[CH:5]=O.[CH3:10][O:11][C:12](=[O:19])[CH:13]=[C:14]([NH2:18])[O:15][CH2:16][CH3:17]>C(O)(C)C>[CH3:10][O:11][C:12]([C:13]1[CH:5]([C:4]2[CH:7]=[CH:8][CH:9]=[C:2]([Cl:1])[CH:3]=2)[CH:13]([C:12]([O:11][CH3:10])=[O:19])[C:14]([O:15][CH2:16][CH3:17])=[N:18][C:14]=1[NH2:18])=[O:19]. Procedure details: Upon heating a solution of 7.1 g of 3-chlorobenzaldehyde and 14.5 g of 3-amino-3-ethoxyacrylic acid methyl ester in 50 ml of isopropanol for 6 hours, 2-amino-4-(3-chlorophenyl)-6-ethoxy-4,5-dihydropyridine-3,5-dicarboxylic acid dimethyl ester of melting point 158° C (isopropanol) is obtained. Yield 78% of theory.